From a dataset of the Open Reaction Database (ORD), a public repository of structured organic reaction records. describe an organic reaction: reactants, conditions, products, and yield Reactants: O=C([O-])O, N#Cc1nc(-c2c(F)cccc2F)oc1Nc1ccc(C(=O)N2CCOCC2)cc1, [Na+], [Na+], [OH-], O=S(=O)(O)O. Yields the product NC(=O)c1nc(-c2c(F)cccc2F)oc1Nc1ccc(C(=O)N2CCOCC2)cc1. RXN SMILES: [C:31]([O-:32])(=[O:33])[OH:34].[F:1][c:2]1[c:3](-[c:9]2[o:10][c:11]([NH:16][c:17]3[cH:18][cH:19][c:20]([C:23](=[O:24])[N:25]4[CH2:26][CH2:27][O:28][CH2:29][CH2:30]4)[cH:21][cH:22]3)[c:12]([C:14]#[N:15])[n:13]2)[c:4]([F:8])[cH:5][cH:6][cH:7]1.[Na+:35].[Na+:37].[OH-:36].[S:38](=[O:39])(=[O:40])([OH:41])[OH:42]>>[F:1][c:2]1[c:3](-[c:9]2[o:10][c:11]([NH:16][c:17]3[cH:18][cH:19][c:20]([C:23](=[O:24])[N:25]4[CH2:26][CH2:27][O:28][CH2:29][CH2:30]4)[cH:21][cH:22]3)[c:12]([C:14]([NH2:15])=[O:32])[n:13]2)[c:4]([F:8])[cH:5][cH:6][cH:7]1. Starting materials: FC1=C(C=CC=C1)[N+](=O)[O-] (2-fluoro-nitrobenzene), COC1=CC=C(N)C=C1 (4-methoxyaniline). Reported procedure: To 3.7 mL of 2-fluoro-nitrobenzene are added 8.73 g of 4-methoxyaniline (2 equivalents). The whole is heated to 110° C. overnight. The medium is taken up in ethyl acetate, successively washed with water, a saturated solution of sodium bicarbonate and then with a saturated solution of sodium chloride. The organic phase is dried on magnesium sulfate, filtered and then concentrated under reduced pressure. With silica gel chromatography of the residue (petroleum ether/ethyl acetate: 90/10) 8.63 g of... Reaction SMILES: F[C:2]1[CH:7]=[CH:6][CH:5]=[CH:4][C:3]=1[N+:8]([O-:10])=[O:9].[CH3:11][O:12][C:13]1[CH:19]=[CH:18][C:16]([NH2:17])=[CH:15][CH:14]=1>C(OCC)(=O)C>[CH3:11][O:12][C:13]1[CH:19]=[CH:18][C:16]([NH:17][C:2]2[CH:7]=[CH:6][CH:5]=[CH:4][C:3]=2[N+:8]([O-:10])=[O:9])=[CH:15][CH:14]=1. Isolated yield 99.0%. Product: petroleum ether ethyl acetate, COC1=CC=C(C=C1)NC1=C(C=CC=C1)[N+](=O)[O-] ((4-methoxy-phenyl)-(2-nitro-phenyl)-amine). Solvent: C(C)(=O)OCC (ethyl acetate). Reaction conditions: temperature 110 celsius. Reactants: CC(=O)NC1(c2ccccc2)CCN(C(Cc2cc(C(F)(F)F)cc(C(F)(F)F)c2)CC(CN)c2ccc(Cl)c(Cl)c2)CC1, [BH3-]C#N, O=C([O-])O, C=O, CC(=O)O, CO, ClCCl, [Na+], [Na+], O. The product is CNCC(CC(Cc1cc(C(F)(F)F)cc(C(F)(F)F)c1)N1CCC(NC(C)=O)(c2ccccc2)CC1)c1ccc(Cl)c(Cl)c1. As a reaction SMILES: [C:1]([CH3:2])(=[O:3])[NH:4][C:5]1([c:39]2[cH:40][cH:41][cH:42][cH:43][cH:44]2)[CH2:6][CH2:7][N:8]([CH:11]([CH2:12][CH:13]([CH2:14][NH2:15])[c:16]2[cH:17][c:18]([Cl:23])[c:19]([Cl:22])[cH:20][cH:21]2)[CH2:24][c:25]2[cH:26][c:27]([C:35]([F:36])([F:37])[F:38])[cH:28][c:29]([C:31]([F:32])([F:33])[F:34])[cH:30]2)[CH2:9][CH2:10]1.[C:51]([BH3-:52])#[N:53].[C:61](=[O:62])([OH:63])[O-:64].[CH2:45]=[O:46].[CH3:47][C:48](=[O:49])[OH:50].[CH3:55][OH:56].[Cl:57][CH2:58][Cl:59].[Na+:54].[Na+:65].[OH2:60]>>[C:1]([CH3:2])(=[O:3])[NH:4][C:5]1([c:39]2[cH:40][cH:41][cH:42][cH:43][cH:44]2)[CH2:6][CH2:7][N:8]([CH:11]([CH2:12][CH:13]([CH2:14][NH:15][CH3:47])[c:16]2[cH:17][c:18]([Cl:23])[c:19]([Cl:22])[cH:20][cH:21]2)[CH2:24][c:25]2[cH:26][c:27]([C:35]([F:36])([F:37])[F:38])[cH:28][c:29]([C:31]([F:32])([F:33])[F:34])[cH:30]2)[CH2:9][CH2:10]1. Reactants: Cl (hydrochloric acid), solution, C(CCC)C1CCC(CC1)C1CCC(CC1)=O (4-(4-n-butylcyclohexyl)-cyclohexanone), Grignard reagent, [Mg] (magnesium), C(C1=CC=CC=C1)OC1=CC=C(C=C1)Br (4-benzyloxy-bromobenzene). The solvent is C1CCOC1 (THF), C1CCOC1 (THF). Run at time 12 hour. Product: C(CCC)C1CCC(CC1)C=1C(=C(C=CC1)OCC1=CC=CC=C1)C1(CCCCC1)O (4-n-butyl-cyclohexyl(-1-hydroxycyclohexyl)-1-benzyloxybenzene). RXN SMILES: [Mg].[CH2:2]([O:9][C:10]1[CH:15]=[CH:14][C:13](Br)=[CH:12][CH:11]=1)[C:3]1[CH:8]=[CH:7][CH:6]=[CH:5][CH:4]=1.[CH2:17]([CH:21]1[CH2:26][CH2:25][CH:24](C2CCC(=O)CC2)[CH2:23][CH2:22]1)[CH2:18][CH2:19][CH3:20].Cl>C1COCC1>[CH2:17]([CH:21]1[CH2:26][CH2:25][CH:24]([C:12]2[C:11]([C:10]3([OH:9])[CH2:15][CH2:14][CH2:13][CH2:12][CH2:11]3)=[C:10]([O:9][CH2:2][C:3]3[CH:8]=[CH:7][CH:6]=[CH:5][CH:4]=3)[CH:15]=[CH:14][CH:13]=2)[CH2:23][CH2:22]1)[CH2:18][CH2:19][CH3:20]. Procedure details: To the Grignard reagent which was prepared from 2.31 g (95.1 mmol) of dried magnesium and 25.0 g (95.0 mmol) of 4-benzyloxy-bromobenzene in 300 ml of THF, was added dropwise 100 ml of solution of 21.0 g (88.8 mmol) of 4-(4-n-butylcyclohexyl)-cyclohexanone in THF at room temperature, and the mixture was stirred at the same temperature for 12 hours. The reaction solution was added to 500 ml of 0.5N hydrochloric acid, the product thus formed was extracted with ether, the extract was washed with sat... Starting materials: CCOc1cc(C(C)(C)C)ncc1C1=NC(C)(c2ccc(Cl)cc2)C(C)(c2ccc(Cl)cc2)N1C(=O)N1CCC(CC(=O)O)CC1, CC(N)c1cccc(F)c1. Yields the product CCOc1cc(C(C)(C)C)ncc1C1=NC(C)(c2ccc(Cl)cc2)C(C)(c2ccc(Cl)cc2)N1C(=O)N1CCC(CC(=O)NC(C)c2cccc(F)c2)CC1. Reaction SMILES: [C:1]([CH3:2])([CH3:3])([CH3:4])[c:5]1[cH:6][c:7]([O:44][CH2:45][CH3:46])[c:8]([C:11]2=[N:15][C:14]([CH3:16])([c:17]3[cH:18][cH:19][c:20]([Cl:23])[cH:21][cH:22]3)[C:13]([CH3:24])([c:25]3[cH:26][cH:27][c:28]([Cl:31])[cH:29][cH:30]3)[N:12]2[C:32](=[O:33])[N:34]2[CH2:35][CH2:36][CH:37]([CH2:40][C:41](=[O:42])[OH:43])[CH2:38][CH2:39]2)[cH:9][n:10]1.[F:47][c:48]1[cH:49][c:50]([CH:54]([CH3:55])[NH2:56])[cH:51][cH:52][cH:53]1>>[C:1]([CH3:2])([CH3:3])([CH3:4])[c:5]1[cH:6][c:7]([O:44][CH2:45][CH3:46])[c:8]([C:11]2=[N:15][C:14]([CH3:16])([c:17]3[cH:18][cH:19][c:20]([Cl:23])[cH:21][cH:22]3)[C:13]([CH3:24])([c:25]3[cH:26][cH:27][c:28]([Cl:31])[cH:29][cH:30]3)[N:12]2[C:32](=[O:33])[N:34]2[CH2:35][CH2:36][CH:37]([CH2:40][C:41](=[O:43])[NH:56][CH:54]([c:50]3[cH:49][c:48]([F:47])[cH:53][cH:52][cH:51]3)[CH3:55])[CH2:38][CH2:39]2)[cH:9][n:10]1. Starting materials: BrC1=C(C=C(C=C1)C)C (1-Bromo-2,4-dimethyl-benzene), [N+](=O)(O)[O-] (HNO3), ice water. Reaction conditions: time 8 hour. Product: BrC1=C(C=C(C(=C1)[N+](=O)[O-])C)C (1-bromo-2,4-dimethyl-5-nitro-benzene). As a reaction SMILES: [Br:1][C:2]1[CH:7]=[CH:6][C:5]([CH3:8])=[CH:4][C:3]=1[CH3:9].[N+:10]([O-])([OH:12])=[O:11]>>[Br:1][C:2]1[CH:7]=[C:6]([N+:10]([O-:12])=[O:11])[C:5]([CH3:8])=[CH:4][C:3]=1[CH3:9]. Procedure details: 1-Bromo-2,4-dimethyl-benzene (9 g, 48.6 mmol) was added to HNO3 (100 mL, 60%) at rt. The mixture was stirred overnight at rt. The mixture was poured into ice-water and extracted with EtOAc. The organic phase was then dried over Na2SO4 and concentrated to give 1-bromo-2,4-dimethyl-5-nitro-benzene (6.5 g) which was used in the subsequent step without purification. Reactants: C(C(C)C)N1N=C(C=C(C1=O)COS(=O)(=O)C)C1=CC=C(C=C1)C (2-isobutyl-4-methanesulfonyloxymethyl-6-(4-methylphenyl)-2H-pyridazin-3-one), C(C(C)C)N1N=C(C=C(C1=O)COS(=O)(=O)C)C1=CC=C(C=C1)C (2-isobutyl-4-methanesulfonyloxymethyl-6-(4-methylphenyl)-2H-pyridazin-3-one), C(C)NCC (diethylamine). Yields the product C(C)N(CC)CC=1C(N(N=C(C1)C1=CC=C(C=C1)C)CC(C)C)=O (4-diethylaminomethyl-2-isobutyl-6-(4-methylphenyl)-2H-pyridazin-3-one). The yield is 95.0%. As a reaction SMILES: [CH2:1]([N:5]1[C:10](=[O:11])[C:9]([CH2:12]OS(C)(=O)=O)=[CH:8][C:7]([C:18]2[CH:23]=[CH:22][C:21]([CH3:24])=[CH:20][CH:19]=2)=[N:6]1)[CH:2]([CH3:4])[CH3:3].[CH2:25]([NH:27][CH2:28][CH3:29])[CH3:26]>>[CH2:25]([N:27]([CH2:12][C:9]1[C:10](=[O:11])[N:5]([CH2:1][CH:2]([CH3:4])[CH3:3])[N:6]=[C:7]([C:18]2[CH:23]=[CH:22][C:21]([CH3:24])=[CH:20][CH:19]=2)[CH:8]=1)[CH2:28][CH3:29])[CH3:26]. Reported procedure: Following the procedure of Example 9 (4), 2-isobutyl-4-methanesulfonyloxymethyl-6-(4-methylphenyl)-2H-pyridazin-3-one and diethylamine were reacted to yield the title compound as a pale yellow oil (yield: 95.0%).